This data is from the Open Reaction Database (ORD), a public repository of structured organic reaction records. The task is: describe an organic reaction: reactants, conditions, products, and yield Reactants: ice, [NH+]1=CC=CC=C1 (pyridinium), C(C1=CC=CC=C1)(=O)C([C@@]1([C@]([C@]([C@@](O1)(N1C=NC=2C(N)=NC=NC12)C(C1=CC=CC=C1)=O)(O)C(C1=CC=CC=C1)=O)(O)C(C1=CC=CC=C1)=O)C(C1=CC=CC=C1)=O)O (pentabenzoyl adenosine), C[O-].[Na+] (sodium methylate), N1=CC=CC=C1 (pyridine). Run in O (water), CO (MeOH). Reaction conditions: time 5 hour. The product is C(C1=CC=CC=C1)(=O)NC=1C=2N=CN([C@H]3[C@H](O)[C@H](O)[C@@H](CO)O3)C2N=CN1 (6 -N-Benzoyl adenosine). The yield is 83.0%. Reaction SMILES: C([CH:9]([OH:59])[C@@:10]1(C(=O)C2C=CC=CC=2)[O:14][C@@:13](C(=O)C2C=CC=CC=2)([N:15]2[C:24]3[N:23]=[CH:22][N:21]=[C:19]([NH2:20])[C:18]=3[N:17]=[CH:16]2)[C@:12](C(=O)C2C=CC=CC=2)([OH:33])[C@:11]1(C(=O)C1C=CC=CC=1)[OH:42])(=O)C1C=CC=CC=1.C[O-:61].[Na+].[NH+]1[CH:68]=[CH:67][CH:66]=[CH:65][CH:64]=1.N1[CH:74]=[CH:73]C=CC=1>CO.O>[C:64]([NH:20][C:19]1[C:18]2[N:17]=[CH:16][N:15]([C:24]=2[N:23]=[CH:22][N:21]=1)[C@@H:13]1[O:14][C@H:10]([CH2:9][OH:59])[C@@H:11]([OH:42])[C@H:12]1[OH:33])(=[O:61])[C:65]1[CH:74]=[CH:73][CH:68]=[CH:67][CH:66]=1 |f:1.2|. Procedure details: A solution of 7.88 g (10 mmole) of the pentabenzoyl adenosine (1A) in 150 ml dry pyridine and 50 ml dry MeOH was treated with 50 ml 1M sodium methylate solution. After 15 min the solution was poured onto an ice cold solution of a 110 ml DOWEX ion exchanger 50×4 (pyridinium form) in ca 20 ml water. After 5 h stirring the pH was 5.5-6.0. After filtering from the ion exchanger, the residue was washed with boiling MeOH/water (3/1). The filtrate was evaporated to dryness and crystallized from MeOH/wa...